Task: describe an organic reaction: reactants, conditions, products, and yield. Dataset: the Open Reaction Database (ORD), a public repository of structured organic reaction records The reactants are SC1=C(C=CC=C1)O (2-mercaptophenol), C(\C=C\C)Br ((E)-2-butenyl bromide), 16p. Yields the product C(\C=C\C)SC1=C(C=CC=C1)O ((E)-2-(but-2-enylthio)phenol). The yield is 97.0%. Reaction SMILES: [SH:1][C:2]1[CH:7]=[CH:6][CH:5]=[CH:4][C:3]=1[OH:8].[CH2:9](Br)/[CH:10]=[CH:11]/[CH3:12]>>[CH2:9]([S:1][C:2]1[CH:7]=[CH:6][CH:5]=[CH:4][C:3]=1[OH:8])/[CH:10]=[CH:11]/[CH3:12]. Procedure: This compound was prepared from 2-mercaptophenol and (E)-2-butenyl bromide in 97% yield according to the general procedure for 16p in Example VII. Colorless oil; 1H NMR (CDCl3): δ 1.61 (d, J=0.8 Hz, 3H), 3.26 (d, J=7.40 Hz, 2H), 5.26-5.33 (m, 1H), 5.43-5.50 (m, 1H), 6.73 (s, 1H), 6.87 (dt, J=1.35 Hz, J=7.40 Hz, 1H), 6.99 (dd, J=1.10 Hz, 8.25 Hz, 1H), 7.27 (dt, J=1.65 Hz, J=7.40 Hz, 1H), 7.43 (dd, J=1.65 Hz, J=7.70 Hz, 1H); 13C NMR (CDCl3): δ 17.79, 39.40, 114.69, 118.57, 120.59, 125.77, 128.88, ... The reactants are C(=O)(O)[O-].[Na+] (NaHCO3), COC=1C=CC2=C(C=C(O2)C=2C=CC(=NC2)NC)C1 ([5-(5-Methoxy-benzofuran-2-yl)-pyridin-2-yl]-methylamine), C(Cl)Cl (CH2Cl2), B(Br)(Br)Br (BBr3). Run in O (H2O). Reaction conditions: time 2 hour. Yields the product CNC1=CC=C(C=N1)C=1OC2=C(C1)C=C(C=C2)O (2-(6-Methylamino-pyridin-3-yl)-benzofuran-5-ol). The yield is 36.4%. Reaction SMILES: C[O:2][C:3]1[CH:4]=[CH:5][C:6]2[O:10][C:9]([C:11]3[CH:12]=[CH:13][C:14]([NH:17][CH3:18])=[N:15][CH:16]=3)=[CH:8][C:7]=2[CH:19]=1.C(Cl)Cl.B(Br)(Br)Br.C([O-])(O)=O.[Na+]>O>[CH3:18][NH:17][C:14]1[N:15]=[CH:16][C:11]([C:9]2[O:10][C:6]3[CH:5]=[CH:4][C:3]([OH:2])=[CH:19][C:7]=3[CH:8]=2)=[CH:12][CH:13]=1 |f:3.4|. Procedure: [5-(5-Methoxy-benzofuran-2-yl)-pyridin-2-yl]-methylamine (0.24 mmol) was mixed with CH2Cl2 (3 mL) at 0° C. under argon atmosphere. BBr3 (1M in CH2Cl2) (1.0 mL, 1.0 mmol) was added dropwise and the mixture was stirred for 2 h at rt. The mixture was hydrolysed with H2O followed by NaHCO3 (sat. aq.) solution. The resulting mixture was extracted with EtOAc and the organic extracts were dried over Na2SO4. After filtration and evaporation of the solvent, the crude material was purified by preparative ... Reactants: Cc1cc(N2CCC(N3CCCC3C)C2)ccc1N, O=C(O)c1ccc2[nH]ccc2c1. Product: Cc1cc(N2CCC(N3CCCC3C)C2)ccc1NC(=O)c1ccc2[nH]ccc2c1. Reaction SMILES: [CH3:1][c:2]1[c:3]([NH2:19])[cH:4][cH:5][c:6]([N:8]2[CH2:9][CH:10]([N:13]3[CH:14]([CH3:18])[CH2:15][CH2:16][CH2:17]3)[CH2:11][CH2:12]2)[cH:7]1.[nH:20]1[cH:21][cH:22][c:23]2[cH:24][c:25]([C:29](=[O:30])[OH:31])[cH:26][cH:27][c:28]12>>[CH3:1][c:2]1[c:3]([NH:19][C:29]([c:25]2[cH:24][c:23]3[cH:22][cH:21][nH:20][c:28]3[cH:27][cH:26]2)=[O:30])[cH:4][cH:5][c:6]([N:8]2[CH2:9][CH:10]([N:13]3[CH:14]([CH3:18])[CH2:15][CH2:16][CH2:17]3)[CH2:11][CH2:12]2)[cH:7]1. Starting materials: OS(=O)(=O)O (H2SO4), BrC1=C(C=C(C(=O)O)C=C1)C(=O)O (4-bromoisophthalic acid), OS(=O)(=O)O (H2SO4), [N+](=O)(O)[O-] (HNO3). Conditions: time 8 hour. Yields the product BrC1=C(C(=C(C(=O)O)C=C1)[N+](=O)[O-])C(=O)O (4-bromo-nitroisophthalic Acid). Yield: 87.0%. As a reaction SMILES: OS(O)(=O)=O.[Br:6][C:7]1[CH:15]=[CH:14][C:10]([C:11]([OH:13])=[O:12])=[CH:9][C:8]=1[C:16]([OH:18])=[O:17].[N+:19]([O-])([OH:21])=[O:20]>>[Br:6][C:7]1[CH:15]=[CH:14][C:10]([C:11]([OH:13])=[O:12])=[C:9]([N+:19]([O-:21])=[O:20])[C:8]=1[C:16]([OH:18])=[O:17]. Procedure details: To a 3-L 4-neck round-bottomed flask equipped with a mechanical stirrer, thermometer, 250-mL addition funnel and charged with concentrated H2SO4 (577 mL), was added 4-bromoisophthalic acid (75.0 g, 306 mmol). The white suspension was cooled to ice-bath temperature and a nitrating reagent (pre-prepared by the careful addition of H2SO4 (169 mL) to HNO3 (107 mL)) was slowly added while maintaining an internal reaction temperature of less than 15° C. When addition was complete, the ice-bath was remo... Starting materials: C1=CC=C(C=C1)S(=O)(=O)N(F)S(=O)(=O)C2=CC=CC=C2 (N-fluorobenzenesulfonimide), [Cl-].[NH4+] (ammonium chloride), CC1(OC[C@@H]2N1C(CC2)=O)C ((R)-3,3-dimethyltetrahydropyrrolo[1,2-c]oxazol-5(3H)-one), CC1(OC[C@@H]2N1C(CC2)=O)C ((R)-3,3-dimethyltetrahydropyrrolo[1,2-c]oxazol-5(3H)-one), C(C)(C)[N-]C(C)C.[Li+] (lithium diisopropylamide). Run in C1CCOC1 (THF), C1CCOC1 (THF). Conditions: time 1 hour. The product is FC1C[C@H]2N(C(OC2)(C)C)C1=O ((7aR)-6-fluoro-3,3-dimethyltetrahydropyrrolo[1,2-c]oxazol-5(3H)-one). Reaction SMILES: [CH3:1][C:2]1([CH3:11])[N:6]2[C:7](=[O:10])[CH2:8][CH2:9][C@@H:5]2[CH2:4][O:3]1.C([N-]C(C)C)(C)C.[Li+].C1C=CC(S(N(S(C2C=CC=CC=2)(=O)=O)[F:30])(=O)=O)=CC=1.[Cl-].[NH4+]>C1COCC1>[F:30][CH:8]1[C:7](=[O:10])[N:6]2[C:2]([CH3:11])([CH3:1])[O:3][CH2:4][C@H:5]2[CH2:9]1 |f:1.2,4.5|. Reported procedure: To a solution consisting of (R)-3,3-dimethyltetrahydropyrrolo[1,2-c]oxazol-5(3H)-one (intermediate 4, 18.5 g, 119 mmol) in dry THF (400 mL) at −75° C. was added lithium diisopropylamide (74.5 mL, 149 mmol, 2 M in heptanes/THF/ethylbenzene from Sigma Aldrich) dropwise over 20 minutes, then stirred for one hour. The reaction mixture was then treated with a solution consisting of N-fluorobenzenesulfonimide (56.6 g, 167 mmol, NFSi, from Oakwood Chemical) in THF (300 mL) with steady addition over 30 ... Reactants: FC(CNC=1C=C(C(=CC1)C#N)C#N)(F)F (4-[(2,2,2-trifluoroethyl)amino]-1,2-benzenedicarbonitrile), C(=O)([O-])[O-].[Cs+].[Cs+] (Cs2CO3), BrCC(=O)OC (methyl bromoacetate). The solvent is CC#N (MeCN). Run at temperature 85 celsius. The product is C(#N)C=1C=C(C=CC1C#N)N(CC(=O)OC)CC(F)(F)F (Methyl N-(3,4-dicyanophenyl)-N-(2,2,2-trifluoroethyl)glycinate). Yield: 56.7%. As a reaction SMILES: [F:1][C:2]([F:16])([F:15])[CH2:3][NH:4][C:5]1[CH:6]=[C:7]([C:13]#[N:14])[C:8]([C:11]#[N:12])=[CH:9][CH:10]=1.C([O-])([O-])=O.[Cs+].[Cs+].Br[CH2:24][C:25]([O:27][CH3:28])=[O:26]>CC#N>[C:13]([C:7]1[CH:6]=[C:5]([N:4]([CH2:3][C:2]([F:15])([F:16])[F:1])[CH2:24][C:25]([O:27][CH3:28])=[O:26])[CH:10]=[CH:9][C:8]=1[C:11]#[N:12])#[N:14] |f:1.2.3|. Procedure details: A solution of 4-[(2,2,2-trifluoroethyl)amino]-1,2-benzenedicarbonitrile (0.020 g, 0.089 mmol) in MeCN (3 mL) was treated with Cs2CO3 (0.078 g, 0.24 mmol) and methyl bromoacetate (0.037 g, 0.24 mmol) and heated at 85° C. under nitrogen for 8 h. Upon cooling, the mixture was partitioned between EtOAc and water. The organic phase was washed with brine, dried over Na2SO4 and concentrated. The residue was purified by silica gel chromatography (20-100% CH2Cl2-hexanes gradient) and the product crystall... RXN SMILES: [NH2:1][C:2]1[CH:7]=[C:6]([Cl:8])[CH:5]=[CH:4][C:3]=1[OH:9].[F:10][C:11]1[CH:19]=[CH:18][C:17]([N+:20]([O-:22])=[O:21])=[CH:16][C:12]=1[C:13](Cl)=[O:14]>>[OH:9][C:3]1[CH:4]=[CH:5][C:6]([Cl:8])=[CH:7][C:2]=1[NH:1][C:13](=[O:14])[C:12]1[CH:16]=[C:17]([N+:20]([O-:22])=[O:21])[CH:18]=[CH:19][C:11]=1[F:10]. Starting materials: NC1=C(C=CC(=C1)Cl)O (2-amino-4-chlorophenol), FC1=C(C(=O)Cl)C=C(C=C1)[N+](=O)[O-] (2-fluoro-5-nitrobenzoyl chloride). Procedure details: Prepared by the method of Example 15a), from 2-amino-4-chlorophenol (705 mg, 4.9 mmol) and 2-fluoro-5-nitrobenzoyl chloride (1.00 g, 5.0 mmol) the subtitle compound was obtained. The product was used directly in the next step without purification. The product is OC1=C(C=C(C=C1)Cl)NC(C1=C(C=CC(=C1)[N+](=O)[O-])F)=O (N-(2-Hydroxy-5-chlorophenyl)-2-fluoro-5-nitrobenzamide).